Dataset: the Open Reaction Database (ORD), a public repository of structured organic reaction records. Task: describe an organic reaction: reactants, conditions, products, and yield Starting materials: COC(=O)C1=C(NC=2C=CN(C(C2C1C1=C(C(=CC=C1)Cl)Cl)=O)C)C ((±)-4-(2,3-Dichlorophenyl)-1,4,5,6-tetrahydro-2,6-dimethyl-5-oxo-1,6-naphthyridine-3-carboxylic acid methyl ester), ( b ). Run in CO (methanol). Product: COC(=O)C1=C(NC=2C=CNC(C2C1C1=C(C(=CC=C1)Cl)Cl)=O)C ((±)-4-(2,3-Dichlorophenyl)-1,4,5,6-tetrahydro-2-methyl-5-oxo-1,6-naphthyridine-3-carboxylic acid methyl ester). As a reaction SMILES: [CH3:1][O:2][C:3]([C:5]1[CH:14]([C:15]2[CH:20]=[CH:19][CH:18]=[C:17]([Cl:21])[C:16]=2[Cl:22])[C:13]2[C:12](=[O:23])[N:11](C)[CH:10]=[CH:9][C:8]=2[NH:7][C:6]=1[CH3:25])=[O:4]>CO>[CH3:1][O:2][C:3]([C:5]1[CH:14]([C:15]2[CH:20]=[CH:19][CH:18]=[C:17]([Cl:21])[C:16]=2[Cl:22])[C:13]2[C:12](=[O:23])[NH:11][CH:10]=[CH:9][C:8]=2[NH:7][C:6]=1[CH3:25])=[O:4]. Procedure details: (a.m) (±)-4-(2,3-Dichlorophenyl)-1,4,5,6-tetrahydro-2,6-dimethyl-5-oxo-1,6-naphthyridine-3-carboxylic acid methyl ester; mp 290°-291° C. (from methanol); process (b). As a reaction SMILES: [CH2:1]([NH:3][C:4](=[O:21])[NH:5][C:6]1[CH:7]=[C:8]([CH2:13][CH2:14][C:15]2[CH:20]=[CH:19][CH:18]=[CH:17][N:16]=2)[CH:9]=[CH:10][C:11]=1O)[CH3:2].C(OCC)(=O)C.[ClH:28].C(=O)([O-])[O-].[K+].[K+]>O>[ClH:28].[ClH:28].[N:16]1[CH:17]=[CH:18][CH:19]=[CH:20][C:15]=1[CH2:14][CH2:13][C:8]1[CH:9]=[CH:10][C:11]2[O:21][C:4]([NH:3][CH2:1][CH3:2])=[N:5][C:6]=2[CH:7]=1 |f:3.4.5,7.8.9|. The solvent is O (water). Procedure details: A mixture of 2-[2-{3-(3-ethylureido)-4-hydroxyphenyl}ethyl]pyridine (3.3 g) and polyphosphate ester (30 g) was stirred at 110° to 115° C. for one hour. To a reaction mixture was added a mixture of ethyl acetate and water and the resultant mixture was acidified to pH 1.0 with 10% hydrochloric acid. The separated aqueous layer was adjusted to pH 8.0 with aqueous 20% potassium carbonate and extracted with ethyl acetate. The extract was washed with brine and dried over magnesium sulfate. The solvent... Starting materials: C(C)(=O)OCC (ethyl acetate), resultant mixture, C(C)NC(NC=1C=C(C=CC1O)CCC1=NC=CC=C1)=O (2-[2-{3-(3-ethylureido)-4-hydroxyphenyl}ethyl]pyridine), polyphosphate ester, Cl (hydrochloric acid), C([O-])([O-])=O.[K+].[K+] (potassium carbonate). Conditions: time 1 hour. Yields the product Cl.Cl.N1=C(C=CC=C1)CCC=1C=CC2=C(N=C(O2)NCC)C1 (5-[2-(2-pyridyl)ethyl]-2-ethylaminobenzoxazole dihydrochloride). Reactants: BrB(Br)Br, ClCCl, COc1cc2[nH]c(-c3cccc4c3-c3ccccc3C4=O)nc2cc1F, O. Yields the product O=C1c2ccccc2-c2c1cccc2-c1nc2cc(F)c(O)cc2[nH]1. RXN SMILES: [B:27]([Br:28])([Br:29])[Br:30].[Cl:32][CH2:33][Cl:34].[F:1][c:2]1[cH:3][c:4]2[c:5]([nH:6][c:7](-[c:9]3[cH:10][cH:11][cH:12][c:13]4[c:21]3-[c:20]3[c:15]([cH:16][cH:17][cH:18][cH:19]3)[C:14]4=[O:22])[n:8]2)[cH:23][c:24]1[O:25][CH3:26].[OH2:31]>>[F:1][c:2]1[cH:3][c:4]2[c:5]([nH:6][c:7](-[c:9]3[cH:10][cH:11][cH:12][c:13]4[c:21]3-[c:20]3[c:15]([cH:16][cH:17][cH:18][cH:19]3)[C:14]4=[O:22])[n:8]2)[cH:23][c:24]1[OH:25]. Starting materials: CCOC(=O)c1ccn[nH]c1=O, O=P(Cl)(Cl)Cl. The product is CCOC(=O)c1ccnnc1Cl. Reaction SMILES: [CH2:1]([CH3:2])[O:3][C:4](=[O:5])[c:6]1[c:7](=[O:12])[nH:8][n:9][cH:10][cH:11]1.[P:13]([Cl:14])([Cl:15])([Cl:16])=[O:17]>>[CH2:1]([CH3:2])[O:3][C:4](=[O:5])[c:6]1[c:7]([Cl:15])[n:8][n:9][cH:10][cH:11]1. The reactants are C(C)(C)(C)OC(=O)N1[C@H]2[C@@H](CC[C@@H]1CC2)C(=O)O ((1R*,2R*,5R*)-8-(tert-Butoxycarbonyl)-8-azabicyclo[3.2.1]octane-2-carboxylic Acid), C(C)(C)OC1=CC=C(N)C=C1 (4-isopropoxyaniline). Product: C(C)(C)OC1=CC=C(C=C1)NC(=O)[C@H]1[C@H]2CC[C@@H](CC1)N2C(=O)OC(C)(C)C (tert-Butyl (1R*,2R*,5R*)-2-{[(4-isopropoxyphenyl)amino]carbonyl}-8-azabicyclo[3.2.1]octane-8-carboxylate). As a reaction SMILES: [C:1]([O:5][C:6]([N:8]1[C@H:13]2[CH2:14][CH2:15][C@@H:9]1[C@H:10]([C:16]([OH:18])=O)[CH2:11][CH2:12]2)=[O:7])([CH3:4])([CH3:3])[CH3:2].[CH:19]([O:22][C:23]1[CH:29]=[CH:28][C:26]([NH2:27])=[CH:25][CH:24]=1)([CH3:21])[CH3:20]>>[CH:19]([O:22][C:23]1[CH:29]=[CH:28][C:26]([NH:27][C:16]([C@@H:10]2[CH2:11][CH2:12][C@H:13]3[N:8]([C:6]([O:5][C:1]([CH3:2])([CH3:3])[CH3:4])=[O:7])[C@@H:9]2[CH2:15][CH2:14]3)=[O:18])=[CH:25][CH:24]=1)([CH3:21])[CH3:20]. Reported procedure: The title compound was synthesized as in Production Example 2(3), using the compound synthesized in (1) and 4-isopropoxyaniline. Starting materials: COC(=O)c1cc(Cl)ccc1NC(=O)COCC(=O)O, Nc1cccc(-n2cccc2)c1. Yields the product COC(=O)c1cc(Cl)ccc1NC(=O)COCC(=O)Nc1cccc(-n2cccc2)c1. RXN SMILES: [Cl:13][c:14]1[cH:15][c:16]([C:29](=[O:30])[O:31][CH3:32])[c:17]([NH:20][C:21]([CH2:22][O:23][CH2:24][C:25](=[O:26])[OH:27])=[O:28])[cH:18][cH:19]1.[n:1]1(-[c:6]2[cH:7][c:8]([NH2:9])[cH:10][cH:11][cH:12]2)[cH:2][cH:3][cH:4][cH:5]1>>[n:1]1(-[c:6]2[cH:7][c:8]([NH:9][C:25]([CH2:24][O:23][CH2:22][C:21]([NH:20][c:17]3[c:16]([C:29](=[O:30])[O:31][CH3:32])[cH:15][c:14]([Cl:13])[cH:19][cH:18]3)=[O:28])=[O:26])[cH:10][cH:11][cH:12]2)[cH:2][cH:3][cH:4][cH:5]1. Reactants: FC=1C=C(CN2N=CC3=CC(=CC=C23)NC2=NC=NN3C2=C(C=C3)CN3CCC(CC3)C(=O)O)C=CC1 (1-{4-[1-(3-fluoro-benzyl)-1H-indazol-5-ylamino]-pyrrolo[2,1-f][1,2,4]triazin-5-ylmethyl}-piperidine-4-carboxylic acid), C(CCl)Cl (EDC), N1CCNCC1 (Piperazine). Reagents/catalysts: CN(C)C=1C=CN=CC1 (DMAP). The solvent is C(Cl)Cl (DCM), C(Cl)Cl (DCM). Reaction conditions: time 0.5 hour. Product: FC=1C=C(CN2N=CC3=CC(=CC=C23)NC2=NC=NN3C2=C(C=C3)CN3CCC(CC3)C(=O)N3CCNCC3)C=CC1 ((1-{4-[1-(3-Fluoro-benzyl)-1H-indazol-5-ylamino]-pyrrolo[2,1-f][1,2,4]triazin-5-ylmethyl}-piperidin-4-yl)-piperazin-1-yl-methanone). Yield: 12.9%. RXN SMILES: [F:1][C:2]1[CH:3]=[C:4]([CH:35]=[CH:36][CH:37]=1)[CH2:5][N:6]1[C:14]2[C:9](=[CH:10][C:11]([NH:15][C:16]3[C:21]4=[C:22]([CH2:25][N:26]5[CH2:31][CH2:30][CH:29]([C:32](O)=[O:33])[CH2:28][CH2:27]5)[CH:23]=[CH:24][N:20]4[N:19]=[CH:18][N:17]=3)=[CH:12][CH:13]=2)[CH:8]=[N:7]1.C(Cl)CCl.[NH:42]1[CH2:47][CH2:46][NH:45][CH2:44][CH2:43]1>CN(C1C=CN=CC=1)C.C(Cl)Cl>[F:1][C:2]1[CH:3]=[C:4]([CH:35]=[CH:36][CH:37]=1)[CH2:5][N:6]1[C:14]2[C:9](=[CH:10][C:11]([NH:15][C:16]3[C:21]4=[C:22]([CH2:25][N:26]5[CH2:31][CH2:30][CH:29]([C:32]([N:42]6[CH2:47][CH2:46][NH:45][CH2:44][CH2:43]6)=[O:33])[CH2:28][CH2:27]5)[CH:23]=[CH:24][N:20]4[N:19]=[CH:18][N:17]=3)=[CH:12][CH:13]=2)[CH:8]=[N:7]1. Procedure: A mixture of crude 1-{4-[1-(3-fluoro-benzyl)-1H-indazol-5-ylamino]-pyrrolo[2,1-f][1,2,4]triazin-5-ylmethyl}-piperidine-4-carboxylic acid (75 mg, 0.15 mmole), EDC (72 mg, 0.376 mmole), and DMAP (37 mg, 0.3 mmole) in dry DCM (1 mL) was stirred at RT for 0.5 hr. Piperazine (104 mg, 1.2 mmole) was added and, after 64 hr, the reaction was diluted with DCM, washed with water and dried (Na2SO4). Removal of solvent followed by radial chromatography (1 mm silica gel plate, gradient elution with DCM conta... Starting materials: O=C([O-])[O-], Cc1ccc(O)cc1, CN(C)C=O, [Cu], [K+], [K+], O, O=C(O)c1ccc(Cl)cc1Cl. Yields the product Cc1ccc(Oc2cc(Cl)ccc2C(=O)O)cc1. As a reaction SMILES: [C:20](=[O:21])([O-:22])[O-:23].[CH3:12][c:13]1[cH:14][cH:15][c:16]([OH:19])[cH:17][cH:18]1.[CH3:26][N:27]([CH3:28])[CH:29]=[O:30].[Cu:32].[K+:24].[K+:25].[OH2:31].[OH:1][C:2](=[O:3])[c:4]1[cH:5][cH:6][c:7]([Cl:8])[cH:9][c:10]1[Cl:11]>>[OH:1][C:2](=[O:3])[c:4]1[cH:5][cH:6][c:7]([Cl:8])[cH:9][c:10]1[O:19][c:16]1[cH:15][cH:14][c:13]([CH3:12])[cH:18][cH:17]1.